This data is from the Open Reaction Database (ORD), a public repository of structured organic reaction records. The task is: describe an organic reaction: reactants, conditions, products, and yield The reactants are C(CCCCCCCCC)Br (n-decyl bromide), [OH-].[Na+] (sodium hydroxide), IC1=CC=C(C=C1)O (p-iodo-phenol). Solvent: O (water), CS(=O)C (DMSO), O (water). The product is C(CCCCCCCCC)OC1=CC=C(C=C1)I (p-n-decyloxy-iodobenzene). Yield: 88.3%. As a reaction SMILES: [I:1][C:2]1[CH:7]=[CH:6][C:5]([OH:8])=[CH:4][CH:3]=1.[OH-].[Na+].[CH2:11](Br)[CH2:12][CH2:13][CH2:14][CH2:15][CH2:16][CH2:17][CH2:18][CH2:19][CH3:20]>CS(C)=O.O>[CH2:11]([O:8][C:5]1[CH:6]=[CH:7][C:2]([I:1])=[CH:3][CH:4]=1)[CH2:12][CH2:13][CH2:14][CH2:15][CH2:16][CH2:17][CH2:18][CH2:19][CH3:20] |f:1.2|. Procedure: To 34.0 g of p-iodo-phenol dissolved in 350 ml of DMSO, were added 7.4 g of sodium hydroxide dissolved in 50 ml of water and stirred to obtain a homogeneous solution. Then, 32.4 g of n-decyl bromide were added and stirred at room temperature for 3 days. The resulting solution was introduced into 1 l of iced water, and extracted three times with hexane. The hexane phase was washed with water, followed by distilling off the hexane to obtain 46.6 g of oily p-n-decyloxy-iodobenzene. The reactants are C1(=CC=CC=C1)C#C (phenylacetylene), BrC1=CC=CC2=C1C(N(CC=1N2C=NC1I)C)=O (7-bromo-4,5-dihydro-3-iodo-5-methyl-6H-imidazo[1,5-a][1,4]benzodiazepin-6-one). Reagents/catalysts: Cl[Pd]([P](C1=CC=CC=C1)(C2=CC=CC=C2)C3=CC=CC=C3)([P](C4=CC=CC=C4)(C5=CC=CC=C5)C6=CC=CC=C6)Cl (bis-(triphenylphosphine)-palladium(II) dichloride), [Cu]I (copper(I) iodide). Run in C(C)NCC (diethylamine). Yields the product BrC1=CC=CC2=C1C(N(CC=1N2C=NC1C#CC1=CC=CC=C1)C)=O (7-bromo-4,5-dihydro-5-methyl-3-(phenylethynyl)-6H-imidazo[1,5-a][1,4]benzodiazepin-6-one). Reaction SMILES: [Br:1][C:2]1[C:7]2[C:8](=[O:18])[N:9]([CH3:17])[CH2:10][C:11]3[N:12]([CH:13]=[N:14][C:15]=3I)[C:6]=2[CH:5]=[CH:4][CH:3]=1.[C:19]1([C:25]#[CH:26])[CH:24]=[CH:23][CH:22]=[CH:21][CH:20]=1>C(NCC)C.Cl[Pd](Cl)([P](C1C=CC=CC=1)(C1C=CC=CC=1)C1C=CC=CC=1)[P](C1C=CC=CC=1)(C1C=CC=CC=1)C1C=CC=CC=1.[Cu]I>[Br:1][C:2]1[C:7]2[C:8](=[O:18])[N:9]([CH3:17])[CH2:10][C:11]3[N:12]([CH:13]=[N:14][C:15]=3[C:26]#[C:25][C:19]3[CH:24]=[CH:23][CH:22]=[CH:21][CH:20]=3)[C:6]=2[CH:5]=[CH:4][CH:3]=1 |^1:34,53|. Procedure: 4.18 g (10 mmol) of 7-bromo-4,5-dihydro-3-iodo-5-methyl-6H-imidazo[1,5-a][1,4]benzodiazepin-6-one was heated to boiling under reflux for 2 hours with 1.12 g (11 mmol) of phenylacetylene, 70 mg of bis-(triphenylphosphine)-palladium(II) dichloride and 10 mg of copper(I) iodide in 30 ml of diethylamine. The solvent was then evaporated and the residue was chromatographed on silica gel while eluting with ethyl acetate. After recrystallization from ethyl acetate there was obtained 7-bromo-4,5-dihydro-...